This data is from the Open Reaction Database (ORD), a public repository of structured organic reaction records. The task is: describe an organic reaction: reactants, conditions, products, and yield Reactants: N1C=NC(=C1)CC(=O)N([C@H]1CN(CC1)C=1C2=C(N=CN1)N(C=C2)COCC[Si](C)(C)C)C ((R)-2-(1H-imidazol-4-yl)-N-methyl-N-(1-(7-((2-(trimethylsilyl)ethoxy)methyl)-7H-pyrrolo[2,3-d]pyrimidin-4-yl)pyrrolidin-3-yl)acetamide). Solvent: C(=O)(C(F)(F)F)O (TFA), C(Cl)Cl (DCM). Product: N1=CN=C(C2=C1NC=C2)N2C[C@@H](CC2)N(C(CC=2N=CNC2)=O)C ((R)—N-(1-(7H-pyrrolo[2,3-d]pyrimidin-4-yl)pyrrolidin-3-yl)-2-(1H-imidazol-4-yl)-N-methylacetamide). Reaction SMILES: [NH:1]1[CH:5]=[C:4]([CH2:6][C:7]([N:9]([CH3:32])[C@@H:10]2[CH2:14][CH2:13][N:12]([C:15]3[C:16]4[CH:23]=[CH:22][N:21](COCC[Si](C)(C)C)[C:17]=4[N:18]=[CH:19][N:20]=3)[CH2:11]2)=[O:8])[N:3]=[CH:2]1>C(O)(C(F)(F)F)=O.C(Cl)Cl>[N:18]1[C:17]2[NH:21][CH:22]=[CH:23][C:16]=2[C:15]([N:12]2[CH2:13][CH2:14][C@@H:10]([N:9]([CH3:32])[C:7](=[O:8])[CH2:6][C:4]3[N:3]=[CH:2][NH:1][CH:5]=3)[CH2:11]2)=[N:20][CH:19]=1. Procedure details: A solution of (R)-2-(1H-imidazol-4-yl)-N-methyl-N-(1-(7-((2-(trimethylsilyl)ethoxy)methyl)-7H-pyrrolo[2,3-d]pyrimidin-4-yl)pyrrolidin-3-yl)acetamide (0.11 mmol) in TFA (1 mL) and DCM (2 mL) was stirred at room temperature for 1.5 hours. The volatiles were removed under reduce pressure. The residue was dissolved in MeOH (2 mL) and treated with ethane-1,2-diamine (0.2 mL) at room temperature overnight. The volatiles were then removed under reduced pressure and the residue was purified by flash chr... Starting materials: O=C(C(CC(=O)OC)C)C1=CC2=C(NC(CO2)=O)C=C1 (Methyl 4-oxo-4-(3,4-dihydro-3-oxo-2H-1,4-benzoxazin-7-yl)-3-methylbutyrate), C(Cl)(Cl)Cl (chloroform), O=P(Cl)(Cl)Cl (POCl3), CN(C=O)C (dimethylformamide). Run at time 8 hour. Yields the product O=C(C(CC(=O)OC)C)C1=CC2=C(N=C(C(O2)=CN(C)C)Cl)C=C1 (Methyl 4-oxo-4-(3-chloro-2-dimethylaminomethylene-2H-1,4-benzoxazin-7-yl) -3-methylbutyrate). Reaction SMILES: [O:1]=[C:2]([C:10]1[CH:20]=[CH:19][C:13]2[NH:14][C:15](=O)[CH2:16][O:17][C:12]=2[CH:11]=1)[CH:3]([CH3:9])[CH2:4][C:5]([O:7][CH3:8])=[O:6].C(Cl)(Cl)Cl.O=P(Cl)(Cl)[Cl:27].[CH3:30][N:31]([CH3:34])[CH:32]=O>>[O:1]=[C:2]([C:10]1[CH:20]=[CH:19][C:13]2[N:14]=[C:15]([Cl:27])[C:16](=[CH:30][N:31]([CH3:34])[CH3:32])[O:17][C:12]=2[CH:11]=1)[CH:3]([CH3:9])[CH2:4][C:5]([O:7][CH3:8])=[O:6]. Reported procedure: Methyl 4-oxo-4-(3,4-dihydro-3-oxo-2H-1,4-benzoxazin-7-yl)-3-methylbutyrate (10 g) was added to chloroform (100 ml) containing POCl3 (3.5 ml) and dimethylformamide (2.8 ml) at 0° C. The mixture was heated at reflux for 3 hours then stirred at room temperature overnight. The solvent was removed at reduced pressure, the residue was basified with 10% NaOH solution and extracted with ethyl acetate. The organic layer was washed with brine, dried over MgSO4, filtered and evaporated to dryness. The resi... Reactants: O1C(=CC=C1)[Li] (2-furyl lithium), O1C=CC=C1 (furan), C(CCC)[Li] (n-butyllithium), solution, CS(=O)(=O)C1=CC=C(CN2CCN(CCC2)CCC(=O)OC)C=C1 (methyl 3-[4-{4-(methylsulfonyl)benzyl}homopiperazinyl]propionate), [Cl-].[NH4+] (ammonium chloride). Run in C1CCOC1 (THF), C1CCOC1 (THF). Conditions: temperature 0 celsius, time 1 hour. Product: O1C(=CC=C1)C(CCN1CCN(CCC1)CC1=CC=C(C=C1)S(=O)(=O)C)(O)C=1OC=CC1 (1-[3,3-Di(2-furyl)-3-hydroxypropyl]-4-[4-(methylsulfonyl)benzyl]homopiperazine). As a reaction SMILES: [O:1]1[CH:5]=[CH:4][CH:3]=[C:2]1[Li].[O:7]1[CH:11]=[CH:10][CH:9]=[CH:8]1.C([Li])CCC.[CH3:17][S:18]([C:21]1[CH:40]=[CH:39][C:24]([CH2:25][N:26]2[CH2:32][CH2:31][CH2:30][N:29]([CH2:33][CH2:34][C:35](OC)=[O:36])[CH2:28][CH2:27]2)=[CH:23][CH:22]=1)(=[O:20])=[O:19].[Cl-].[NH4+]>C1COCC1>[O:1]1[CH:5]=[CH:4][CH:3]=[C:2]1[C:35]([C:8]1[O:7][CH:11]=[CH:10][CH:9]=1)([OH:36])[CH2:34][CH2:33][N:29]1[CH2:30][CH2:31][CH2:32][N:26]([CH2:25][C:24]2[CH:39]=[CH:40][C:21]([S:18]([CH3:17])(=[O:20])=[O:19])=[CH:22][CH:23]=2)[CH2:27][CH2:28]1 |f:4.5|. Reported procedure: To a solution of 2-furyl lithium prepared in 50 mL of THF using 3 mL of furan and 2 mL of 1.63 M n-butyllithium was added dropwise at 0° C., a 10 ml solution in THF of 99 mg of methyl 3-[4-{4-(methylsulfonyl)benzyl}homopiperazinyl]propionate. After stirring at 0° C. for 1 hour, the mixture was mixed with 50 mL of an aqueous saturated ammonium chloride, and extracted with 50 mL×2 of ethyl acetate. The extracts were combined, dried over anhydrous sodium sulfate, filtered, concentrated, and purifie... The reactants are ClC1=CC2=C(N=N1)OC1=C(O2)C=CC=C1 (3-chloro[1,4]benzodioxino[2,3-c]pyridazine), [I-].[Na+] (sodium iodide), I (hydrogen iodide). The product is IC1=CC2=C(N=N1)OC1=C(O2)C=CC=C1 (3-iodo[1,4]benzodioxino[2,3-c]pyridazine). The solvent is C(C)(=O)OCC (ethyl acetate), C(O)([O-])=O.[Na+] (sodium hydrogen carbonate). Reaction SMILES: Cl[C:2]1[N:7]=[N:6][C:5]2[O:8][C:9]3[CH:15]=[CH:14][CH:13]=[CH:12][C:10]=3[O:11][C:4]=2[CH:3]=1.[I-:16].[Na+].I>C(OCC)(=O)C.C(=O)([O-])O.[Na+]>[I:16][C:2]1[N:7]=[N:6][C:5]2[O:8][C:9]3[CH:15]=[CH:14][CH:13]=[CH:12][C:10]=3[O:11][C:4]=2[CH:3]=1 |f:1.2,5.6|. The yield is 27.6%. Run at temperature 140 celsius, time 1 hour. Procedure details: Under an argon atmosphere, 3-chloro[1,4]benzodioxino[2,3-c]pyridazine (5.0 g), sodium iodide (6.79 g) and hydrogen iodide (55%) (57.98 g) were added and the mixture was stirred at 140° C. for 1 hr. The reaction mixture was diluted with ethyl acetate and aqueous sodium hydrogen carbonate solution was added, and the mixture was extracted. The organic layer was dried over anhydrous sodium sulfate, and the solvent was concentrated under reduced pressure to give 3-iodo[1,4]benzodioxino[2,3-c]pyridazi... Reactants: Nc1cc(F)ccc1Br, CC(C)CCON=O, CSSC. Yields the product CSc1cc(F)ccc1Br. Reaction SMILES: [Br:1][c:2]1[c:3]([NH2:4])[cH:5][c:6]([F:9])[cH:7][cH:8]1.[CH3:10][CH:11]([CH2:12][CH2:13][O:14][N:15]=[O:16])[CH3:17].[CH3:18][S:19][S:20][CH3:21]>>[Br:1][c:2]1[c:3]([S:19][CH3:18])[cH:5][c:6]([F:9])[cH:7][cH:8]1.